This data is from the Open Reaction Database (ORD), a public repository of structured organic reaction records. The task is: describe an organic reaction: reactants, conditions, products, and yield The reactants are ClC=1C=C(C(=O)O)C=C(C1F)Cl (3,5-dichloro-4-fluorobenzoic acid), S(=O)(Cl)Cl (thionyl chloride). Reagents/catalysts: CN(C)C=O (DMF). Run in C(Cl)(Cl)Cl (CHCl3). The product is ClC=1C=C(C(=O)Cl)C=C(C1F)Cl (3,5-dichloro-4-fluorbenzoyl chloride). Reaction SMILES: [Cl:1][C:2]1[CH:3]=[C:4]([CH:8]=[C:9]([Cl:12])[C:10]=1[F:11])[C:5](O)=[O:6].S(Cl)([Cl:15])=O>CN(C=O)C.C(Cl)(Cl)Cl>[Cl:1][C:2]1[CH:3]=[C:4]([CH:8]=[C:9]([Cl:12])[C:10]=1[F:11])[C:5]([Cl:15])=[O:6]. Procedure: 3,5-dichloro-4-fluorobenzoic acid was refluxed with >1 equivalent of thionyl chloride and one drop of DMF neat or as a solution in CHCl3. The solvent and volatile by-products were removed in vacuo to provide 3,5-dichloro-4-fluorbenzoyl chloride. Yields the product C(C)(=O)OC\C(=C(/C=O)\C1=CC=CC=C1)\C1=CC=C(C=C1)S(=O)(=O)C ((Z)-4-Acetoxy-3-(4-(Methylsulfonyl)Phenyl)-2-Phenyl -2-Butenal). Reaction conditions: time 12 hour. The solvent is C(Cl)Cl (CH2Cl2). The reagents and catalysts are O=[Mn]=O (MnO2). Procedure: A mixture of the acetate from Example 2 (215 mg) and MnO2 (1.2 g) in 30 mL of CH2Cl2 was stirred for 12 h at r.t., and then filtered through a pad of celite. The filtrate was concentrated to give 160 mg of the title compound as a yellow solid. Reactants: C(C)(=O)OC\C(=C(/CO)\C1=CC=CC=C1)\C1=CC=C(C=C1)S(=O)(=O)C ((Z)-2-(4-(Methylsulfonyl)Phenyl)-3-Phenyl-2-Butene-1,4-Diol 1-Acetate). Isolated yield 74.8%. Reaction SMILES: [C:1]([O:4][CH2:5]/[C:6](/[C:16]1[CH:21]=[CH:20][C:19]([S:22]([CH3:25])(=[O:24])=[O:23])=[CH:18][CH:17]=1)=[C:7](/[C:10]1[CH:15]=[CH:14][CH:13]=[CH:12][CH:11]=1)\[CH2:8][OH:9])(=[O:3])[CH3:2]>C(Cl)Cl.O=[Mn]=O>[C:1]([O:4][CH2:5]/[C:6](/[C:16]1[CH:17]=[CH:18][C:19]([S:22]([CH3:25])(=[O:24])=[O:23])=[CH:20][CH:21]=1)=[C:7](/[C:10]1[CH:15]=[CH:14][CH:13]=[CH:12][CH:11]=1)\[CH:8]=[O:9])(=[O:3])[CH3:2].